This data is from the Open Reaction Database (ORD), a public repository of structured organic reaction records. The task is: describe an organic reaction: reactants, conditions, products, and yield Yields the product FC(C(=O)O)(C1=NC=C(C=C1)F)F (2,2-difluoro-2-(5-fluoropyridin-2-yl)acetic acid). Procedure details: To sodium 2,2-difluoro-2-(5-fluoropyridin-2-yl)acetate from Example 2 step B (1 g, 4.69 mmol) were added EtOAc (50 mL) and 4 N HCl (50 mL) and the mixture was shaken. The organic phase was separated, dried over sodium sulfate, and concentrated under reduced pressure to afford 2,2-difluoro-2-(5-fluoropyridin-2-yl)acetic acid (852 mg, 95%) as an oil that solidified upon standing. 1H NMR (300 MHz, DMSO-d6) δ ppm 7.88-8.03 (m, 3H). Yield: 95.1%. Reactants: FC(C(=O)[O-])(C1=NC=C(C=C1)F)F.[Na+] (sodium 2,2-difluoro-2-(5-fluoropyridin-2-yl)acetate), Cl (HCl). The solvent is CCOC(=O)C (EtOAc). RXN SMILES: [F:1][C:2]([F:13])([C:6]1[CH:11]=[CH:10][C:9]([F:12])=[CH:8][N:7]=1)[C:3]([O-:5])=[O:4].[Na+].Cl>CCOC(C)=O>[F:13][C:2]([F:1])([C:6]1[CH:11]=[CH:10][C:9]([F:12])=[CH:8][N:7]=1)[C:3]([OH:5])=[O:4] |f:0.1|. The reactants are NC1=CC=C(C=C1)S(=O)(=NC(=O)OCC)C ((RS)—S-(4-aminophenyl)-N-(ethoxycarbonyl)-S-methylsulfoximide), BrC=1C(=NC(=NC1)Cl)SC (5-bromo-2-chloro-4-methylsulfanyl-pyrimidine), Cl (HCl). Solvent: O1CCOCC1 (dioxane), C(C)#N.O (acetonitrile water). Product: C(C)OC(=O)N=S(=O)(C)C1=CC=C(C=C1)NC1=NC=C(C(=N1)SC)Br ((RS)—N-(ethoxycarbonyl)-(4-{[4-{methylsulfanyl}-5-bromo-pyrimidin-2-yl]amino}phenyl)-S-methylsulfoximide). RXN SMILES: [NH2:1][C:2]1[CH:7]=[CH:6][C:5]([S:8]([CH3:16])(=[N:10][C:11]([O:13][CH2:14][CH3:15])=[O:12])=[O:9])=[CH:4][CH:3]=1.[Br:17][C:18]1[C:19]([S:25][CH3:26])=[N:20][C:21](Cl)=[N:22][CH:23]=1.Cl>O1CCOCC1.C(#N)C.O>[CH2:14]([O:13][C:11]([N:10]=[S:8]([C:5]1[CH:6]=[CH:7][C:2]([NH:1][C:21]2[N:20]=[C:19]([S:25][CH3:26])[C:18]([Br:17])=[CH:23][N:22]=2)=[CH:3][CH:4]=1)([CH3:16])=[O:9])=[O:12])[CH3:15] |f:4.5|. Procedure details: (RS)—S-(4-aminophenyl)-N-(ethoxycarbonyl)-S-methylsulfoximide (10 g, 42 mmol), 5-bromo-2-chloro-4-methylsulfanyl-pyrimidine (10 g, 42 mmol) and 5M HCl (8 mL) in dioxane is stirred at 60° C. in 90% acetonitrile-water (250 mL) for 36 h. TLC indicates almost complete consumption of starting sulfoximine. The reaction mixture is poured into 800 mL of aq. NaHCO3, the pasty precipitate filtered, washed with 70 mL of EtOAc, then crude material (7.5 g) is recrystallized from boiling EtOH (200 mL) to yiel... The reactants are O=C1C(=CN2N1C1=C(NC2=O)C=CC=C1)C(=O)OCC (5,6-dihydro-1,5-dioxo-1H-pyrazolo[1,2-a][1,2,4]benzotriazine-2-carboxylic acid, ethyl ester), C(=O)([O-])[O-].[K+].[K+] (K2CO3), CI (CH3I). Run in CN(C=O)C (dimethylformamide). Reaction conditions: time 20 hour. Product: CN1C(N2N(C3=C1C=CC=C3)C(C(=C2)C(=O)OCC)=O)=O (5,6-dihydro-6-methyl-1,5-dioxo-1H-pyrazolo[1,2-a][1,2,4]benzotriazine-2-carboxylic acid, ethyl ester). RXN SMILES: [O:1]=[C:2]1[N:6]2[C:7]3[CH:15]=[CH:14][CH:13]=[CH:12][C:8]=3[NH:9][C:10](=[O:11])[N:5]2[CH:4]=[C:3]1[C:16]([O:18][CH2:19][CH3:20])=[O:17].[C:21]([O-])([O-])=O.[K+].[K+].CI>CN(C)C=O>[CH3:21][N:9]1[C:8]2[CH:12]=[CH:13][CH:14]=[CH:15][C:7]=2[N:6]2[C:2](=[O:1])[C:3]([C:16]([O:18][CH2:19][CH3:20])=[O:17])=[CH:4][N:5]2[C:10]1=[O:11] |f:1.2.3|. Reported procedure: 5.22 g 5,6-dihydro-1,5-dioxo-1H-pyrazolo[1,2-a][1,2,4]benzotriazine-2-carboxylic acid, ethyl ester, made as in Example 1, 2.76 g K2CO3 and 50 mM CH3I are dissolved in 100 ml dimethylformamide and stirred for 20 hours. The crystalline 5,6-dihydro-6-methyl-1,5-dioxo-1H-pyrazolo[1,2-a][1,2,4]benzotriazine-2-carboxylic acid, ethyl ester is isolated after filtration and recrystallized from dimethylformamide/ethanol. The yield is 4.7 g as white needles with a melting point of 243°-244° C. Reactants: N1CCC(CC1)NC(=O)N1C(=N[C@@]([C@@]1(C)C1=CC=C(C=C1)Cl)(C)C1=CC=C(C=C1)Cl)C=1C=NC(=CC1OCC)C(C)(C)C ((4S,5R)-2-(6-tert-butyl-4-ethoxy-pyridin-3-yl)-4,5-bis-(4-chloro-phenyl)-4,5-dimethyl-4,5-dihydro-imidazole-1-carboxylic acid piperidin-4-yl amide), BrCC(=O)OCC (ethyl bromoacetate). Product: C(C)OC(CN1CCC(CC1)NC(=O)N1C(=N[C@@]([C@@]1(C)C1=CC=C(C=C1)Cl)(C)C1=CC=C(C=C1)Cl)C=1C=NC(=CC1OCC)C(C)(C)C)=O ((4-{[(4S,5R)-2-(6-tert-Butyl-4-ethoxy-pyridin-3-yl)-4,5-bis-(4-chloro-phenyl)-4,5-dimethyl-4,5-dihydro-imidazole-1-carbonyl]-amino}-piperidin-1-yl)-acetic acid ethyl ester). RXN SMILES: [NH:1]1[CH2:6][CH2:5][CH:4]([NH:7][C:8]([N:10]2[C@@:14]([C:16]3[CH:21]=[CH:20][C:19]([Cl:22])=[CH:18][CH:17]=3)([CH3:15])[C@@:13]([C:24]3[CH:29]=[CH:28][C:27]([Cl:30])=[CH:26][CH:25]=3)([CH3:23])[N:12]=[C:11]2[C:31]2[CH:32]=[N:33][C:34]([C:40]([CH3:43])([CH3:42])[CH3:41])=[CH:35][C:36]=2[O:37][CH2:38][CH3:39])=[O:9])[CH2:3][CH2:2]1.Br[CH2:45][C:46]([O:48][CH2:49][CH3:50])=[O:47]>>[CH2:49]([O:48][C:46](=[O:47])[CH2:45][N:1]1[CH2:2][CH2:3][CH:4]([NH:7][C:8]([N:10]2[C@@:14]([C:16]3[CH:21]=[CH:20][C:19]([Cl:22])=[CH:18][CH:17]=3)([CH3:15])[C@@:13]([C:24]3[CH:29]=[CH:28][C:27]([Cl:30])=[CH:26][CH:25]=3)([CH3:23])[N:12]=[C:11]2[C:31]2[CH:32]=[N:33][C:34]([C:40]([CH3:42])([CH3:41])[CH3:43])=[CH:35][C:36]=2[O:37][CH2:38][CH3:39])=[O:9])[CH2:5][CH2:6]1)[CH3:50]. Procedure: In a manner analogous to the method described in example 146, (4S,5R)-2-(6-tert-butyl-4-ethoxy-pyridin-3-yl)-4,5-bis-(4-chloro-phenyl)-4,5-dimethyl-4,5-dihydro-imidazole-1-carboxylic acid piperidin-4-yl amide (example 206) was reacted with ethyl bromoacetate (Aldrich) to give the title compound. HR-MS (ES, m/z) calculated for C38H48Cl2N5O4 [(M+H)+] 708.3078, observed 708.3074. Reactants: [Si](C)(C)(C(C)(C)C)OC(CCCCCCC1=CC=CC=C1)C=1OC(=CN1)C1=NC=CC=C1C (2-(1-(tert-Butyldimethylsilyloxy)-7-phenylheptyl)-5-(3-methylpyridin-2-yl)oxazole), [Si](C)(C)(C(C)(C)C)OC(CCCCCCC1=CC=CC=C1)C=1OC(=CN1)[Sn](CCCC)(CCCC)CCCC (2-(1-(tert-butyldimethylsilyloxy)-7-phenylheptyl)-5-(tributylstannyl)oxazole), BrC1=NC=CC=C1C (2-bromo-3-methylpyridine). Product: EtOAc hexanes, CC=1C(=NC=CC1)C1=CN=C(O1)C(CCCCCCC1=CC=CC=C1)=O (1-(5-(3-Methylpyridin-2-yl)oxazol-2-yl)-7-phenylheptan-1-one). Procedure details: 2-(1-(tert-Butyldimethylsilyloxy)-7-phenylheptyl)-5-(3-methylpyridin-2-yl)oxazole. The title compound was prepared from 2-(1-(tert-butyldimethylsilyloxy)-7-phenylheptyl)-5-(tributylstannyl)oxazole (130 mg, 0.196 mmol) and 2-bromo-3-methylpyridine following General Procedure A. Flash chromatography (10% EtOAc/hexanes) yielded the title compound as a thick oil (28 mg, 40%): 1H NMR (CDCl3, 400 MHz) δ 8.52 (dd, 1H, J=4.7, 1.5 Hz), 7.57 (ddd, 1H, J=7.6, 1.4, 0.6 Hz), 7.55 (s, 1H), 7.29-7.24 (m, 2H), ... Reaction SMILES: [Si]([O:8][CH:9]([C:22]1[O:23][C:24]([C:27]2[C:32]([CH3:33])=[CH:31][CH:30]=[CH:29][N:28]=2)=[CH:25][N:26]=1)[CH2:10][CH2:11][CH2:12][CH2:13][CH2:14][CH2:15][C:16]1[CH:21]=[CH:20][CH:19]=[CH:18][CH:17]=1)(C(C)(C)C)(C)C.[Si](OC(C1OC([Sn](CCCC)(CCCC)CCCC)=CN=1)CCCCCCC1C=CC=CC=1)(C(C)(C)C)(C)C.BrC1C(C)=CC=CN=1>>[CH3:33][C:32]1[C:27]([C:24]2[O:23][C:22]([C:9](=[O:8])[CH2:10][CH2:11][CH2:12][CH2:13][CH2:14][CH2:15][C:16]3[CH:21]=[CH:20][CH:19]=[CH:18][CH:17]=3)=[N:26][CH:25]=2)=[N:28][CH:29]=[CH:30][CH:31]=1. The yield is 40.0%. Starting materials: FC(OC=1C=2N(C=CC1)C(=C(N2)C(C)C)I)F (8-(difluoromethoxy)-3-iodo-2-isopropylimidazo[1,2-a]pyridine), FC=1C=CC\2=C(OCC3=C(/C2=C(\C#N)/C)C=CC(=C3)C=O)C1 ((E)-2-(3-fluoro-8-formyldibenzo[b,e]oxepin-11(6H)-ylidene)propanenitrile). The product is FC(OC=1C=2N(C=CC1)C(=C(N2)C(C)C)C(C2=CC1=C(/C(/C3=C(OC1)C=C(C=C3)F)=C(\C#N)/C)C=C2)O)F ((E)-2-(8-{[8-(difluoromethoxy)-2-isopropylimidazo[1,2-a]pyridin-3-yl](hydroxy)methyl}-3-fluorodibenzo[b,e]oxepin-11(6H)-ylidene)propanenitrile). Yield: 96.5%. RXN SMILES: [F:1][CH:2]([F:17])[O:3][C:4]1[C:5]2[N:6]([C:10](I)=[C:11]([CH:13]([CH3:15])[CH3:14])[N:12]=2)[CH:7]=[CH:8][CH:9]=1.[F:18][C:19]1[CH:20]=[CH:21][C:22]2=[C:23]([CH:39]=1)[O:24][CH2:25][C:26]1[CH:36]=[C:35]([CH:37]=[O:38])[CH:34]=[CH:33][C:27]=1/[C:28]/2=[C:29](/[CH3:32])\[C:30]#[N:31]>>[F:1][CH:2]([F:17])[O:3][C:4]1[C:5]2[N:6]([C:10]([CH:37]([OH:38])[C:35]3[CH:34]=[CH:33][C:27]4/[C:28](=[C:29](/[CH3:32])\[C:30]#[N:31])/[C:22]5[CH:21]=[CH:20][C:19]([F:18])=[CH:39][C:23]=5[O:24][CH2:25][C:26]=4[CH:36]=3)=[C:11]([CH:13]([CH3:15])[CH3:14])[N:12]=2)[CH:7]=[CH:8][CH:9]=1. Procedure: [step 3] Using 8-(difluoromethoxy)-3-iodo-2-isopropylimidazo[1,2-a]pyridine (600 mg, 1.71 mmol) obtained in step 2 and (E)-2-(3-fluoro-8-formyldibenzo[b,e]oxepin-11(6H)-ylidene)propanenitrile (250 mg, 0.85 mmol) obtained in Reference Example 5, and in the same manner as in Reference Example 8A, step 3, (E)-2-(8-{[8-(difluoromethoxy)-2-isopropylimidazo[1,2-a]pyridin-3-yl](hydroxy)methyl}-3-fluorodibenzo[b,e]oxepin-11(6H)-ylidene)propanenitrile (426 mg, 96%) was obtained. Reactants: C1(=CC=CC=C1)S(=O)(=O)OC1=CC=C2C=CC(=NC2=C1Br)C=O (8-Bromo-2-formylquinolin-7-yl benzenesulfonate), powder, C(C=C)Br (allyl bromide). Run in C1CCOC1 (THF), [NH4+].[Cl-] (NH4Cl). Yields the product C1(=CC=CC=C1)S(=O)(=O)OC1=CC=C2C=CC(=NC2=C1Br)C(CC=C)O (8-Bromo-2-(1-hydroxybut-3-enyl)quinolin-7-yl benzenesulfonate). Isolated yield 96.5%. RXN SMILES: [C:1]1([S:7]([O:10][C:11]2[C:20]([Br:21])=[C:19]3[C:14]([CH:15]=[CH:16][C:17]([CH:22]=[O:23])=[N:18]3)=[CH:13][CH:12]=2)(=[O:9])=[O:8])[CH:6]=[CH:5][CH:4]=[CH:3][CH:2]=1.[CH2:24](Br)[CH:25]=[CH2:26]>C1COCC1.[NH4+].[Cl-]>[C:1]1([S:7]([O:10][C:11]2[C:20]([Br:21])=[C:19]3[C:14]([CH:15]=[CH:16][C:17]([CH:22]([OH:23])[CH2:26][CH:25]=[CH2:24])=[N:18]3)=[CH:13][CH:12]=2)(=[O:9])=[O:8])[CH:2]=[CH:3][CH:4]=[CH:5][CH:6]=1 |f:3.4|. Reported procedure: A mixture of compound 16 (448 mg, 1.14 mmol), In powder (150 mg, 1.31 mmol) and allyl bromide (160 μL, 1.87 mmol) were stirred in a mixture of 10 mL THF and 10 mL aq. NH4Cl for 3 hours. THF was removed in vacuo, and residue was extracted with EtOAc and then dried over anhydrous Na2SO4. Solvent was removed in vacuo, and the residue was purified by SiO2 column chromatography (hexanes/EtOAc=2/1) to yield 17 as a colorless oil (478 mg, 1.10 mmol, 96% yield). 1H NMR (500 MHz, CDCl3) δ 8.13 (d, 1H, J=... Starting materials: compound 139, Cl.ClCC1=C(N=C2N1C=C(C=C2)C)C2=CC=C(C=C2)C (3-(chloromethyl)-6-methyl-2-p-tolylimidazo[1,2-a]pyridine hydrochloride), CC1=NN=C(S1)S (5-methyl-1,3,4-thiadiazole-2-thiol). Product: CC=1C=CC=2N(C1)C(=C(N2)C2=CC=C(C=C2)C)CSC=2SC(=NN2)C (6-Methyl-3-(5-methyl-[1,3,4]thiadiazol-2-ylsulfanylmethyl)-2-p-tolyl-imidazo[1,2-a]pyridine). RXN SMILES: Cl.Cl[CH2:3][C:4]1[N:8]2[CH:9]=[C:10]([CH3:13])[CH:11]=[CH:12][C:7]2=[N:6][C:5]=1[C:14]1[CH:19]=[CH:18][C:17]([CH3:20])=[CH:16][CH:15]=1.[CH3:21][C:22]1[S:26][C:25]([SH:27])=[N:24][N:23]=1>>[CH3:13][C:10]1[CH:11]=[CH:12][C:7]2[N:8]([C:4]([CH2:3][S:27][C:25]3[S:26][C:22]([CH3:21])=[N:23][N:24]=3)=[C:5]([C:14]3[CH:19]=[CH:18][C:17]([CH3:20])=[CH:16][CH:15]=3)[N:6]=2)[CH:9]=1 |f:0.1|. Procedure: The title compound was prepared according to Method A and the experimentals described for compound 139 from 3-(chloromethyl)-6-methyl-2-p-tolylimidazo[1,2-a]pyridine hydrochloride and 5-methyl-1,3,4-thiadiazole-2-thiol. m/e− 367 for C19H19N4S2 [M+H]+; 1H-NMR (400 MHz, CDCl3) δ 8.27 (s, 1H), 7.86 (d, J=8.0 Hz, 2H), 7.55 (d, J=9.1 Hz, 1H), 7.28 (d, J=8.0 Hz, 2H), 7.09 (dd, J=1.4, 9.1 Hz, 1H), 5.83 (s, 2H), 2.40 (s, 3H), 2.37 (s, 3H), 2.33 (s, 3H) ppm; 13C-NMR (100 MHz, CDCl3, δ) 186.983, 156.637, ... The reactants are ClC1=C(C=CC(=C1Cl)O)C(=NO)C1=CC=CC2=CC=CC=C12 ((2,3-dichloro-4-hydroxyphenyl)(1-naphthyl)methanone oxime), [H-].[Na+] (NaH), O (water), BrCC(=O)OCC (ethyl bromoacetate). The solvent is CN(C)C=O (DMF). Run at temperature 100 celsius, time 18 hour. Product: C(C)OC(COC1=C(C2=C(C(=NO2)C2=CC=CC3=CC=CC=C23)C=C1)Cl)=O (ethyl{[7-chloro-3-(1-napthyl)-1,2-benzisoxazol-6-yl]oxy}acetate). RXN SMILES: Cl[C:2]1[C:7]([Cl:8])=[C:6]([OH:9])[CH:5]=[CH:4][C:3]=1[C:10]([C:13]1[C:22]2[C:17](=[CH:18][CH:19]=[CH:20][CH:21]=2)[CH:16]=[CH:15][CH:14]=1)=[N:11][OH:12].[H-].[Na+].Br[CH2:26][C:27]([O:29][CH2:30][CH3:31])=[O:28].O>CN(C=O)C>[CH2:30]([O:29][C:27](=[O:28])[CH2:26][O:9][C:6]1[CH:5]=[CH:4][C:3]2[C:10]([C:13]3[C:22]4[C:17](=[CH:18][CH:19]=[CH:20][CH:21]=4)[CH:16]=[CH:15][CH:14]=3)=[N:11][O:12][C:2]=2[C:7]=1[Cl:8])[CH3:31] |f:1.2|. Procedure details: To a solution of 3 g of (2,3-dichloro-4-hydroxyphenyl)(1-naphthyl)methanone oxime in 25 ml of DMF, 0.54 g of NaH is added under N2. The mixture is heated to an internal temperature of 100° C. for one hour and 20 minutes. The reaction mixture is cooled to room temperature and 1.65 g of ethyl bromoacetate is added dropwise. The mixture is stirred for 18 hours, water is added and the product is extracted with ethyl acetate. The ethyl acetate extract is washed with water, dried over Na2SO4 and evapo... Reactants: CC1=CC=C(C=C1)C1=C(C=NO1)C(=O)O (5-(4-methylphenyl)isoxazole-4-carboxylic acid), C(C(=O)O)(=O)O.FC(C1=CC=C(CC2CNCC2)C=C1)(F)F (3-[4-(trifluoromethyl)benzyl]pyrrolidine oxalate). Product: CC1=CC=C(C=C1)C1=C(C=NO1)C(=O)N1CC(CC1)CC1=CC=C(C=C1)C(F)(F)F (5-(4-Methylphenyl)-4-({3-[4-(trifluoromethyl)benzyl]pyrrolidin-1-yl}carbonyl)isoxazole), solid. Reaction SMILES: [CH3:1][C:2]1[CH:7]=[CH:6][C:5]([C:8]2[O:12][N:11]=[CH:10][C:9]=2[C:13]([OH:15])=O)=[CH:4][CH:3]=1.C(O)(=O)C(O)=O.[F:22][C:23]([F:37])([F:36])[C:24]1[CH:35]=[CH:34][C:27]([CH2:28][CH:29]2[CH2:33][CH2:32][NH:31][CH2:30]2)=[CH:26][CH:25]=1>>[CH3:1][C:2]1[CH:3]=[CH:4][C:5]([C:8]2[O:12][N:11]=[CH:10][C:9]=2[C:13]([N:31]2[CH2:32][CH2:33][CH:29]([CH2:28][C:27]3[CH:34]=[CH:35][C:24]([C:23]([F:22])([F:36])[F:37])=[CH:25][CH:26]=3)[CH2:30]2)=[O:15])=[CH:6][CH:7]=1 |f:1.2|. Procedure details: The title compound was prepared from 5-(4-methylphenyl)isoxazole-4-carboxylic acid (10.2 mg, 0.050 mmol) and 3-[4-(trifluoromethyl)benzyl]pyrrolidine oxalate (19.2 mg, 0.060 mmol) as described in synthetic method B and thereafter purified by preparative HPLC method B to give a solid (4.5 mg). Calcd for C23H21F3N2O2: 414.1555, found 414.1562.